This data is from the Open Reaction Database (ORD), a public repository of structured organic reaction records. The task is: describe an organic reaction: reactants, conditions, products, and yield Starting materials: ClC=1C=C(C=CC1Cl)CC(=O)O (3,4-dichlorophenylacetic acid), S1C=CC=C1 (thiophene), FC(C(=O)OC(C(F)(F)F)=O)(F)F (trifluoroacetic anhydride). Run in CO (methanol). Yields the product ClC=1C=C(C=CC1Cl)CC(=O)C=1SC=CC1 (2-(3,4-dichlorophenyl)-1-(2-thienyl)ethanone). As a reaction SMILES: [Cl:1][C:2]1[CH:3]=[C:4]([CH2:9][C:10]([OH:12])=O)[CH:5]=[CH:6][C:7]=1[Cl:8].[S:13]1[CH:17]=[CH:16][CH:15]=[CH:14]1.FC(F)(F)C(OC(=O)C(F)(F)F)=O>CO>[Cl:1][C:2]1[CH:3]=[C:4]([CH2:9][C:10]([C:14]2[S:13][CH:17]=[CH:16][CH:15]=2)=[O:12])[CH:5]=[CH:6][C:7]=1[Cl:8]. Procedure details: Using the procedure described in Example 4A, 100.0 g of 3,4-dichlorophenylacetic acid, 242.0 g of thiophene and 144.0 g of trifluoroacetic anhydride gave from methanol 61.7 g of 2-(3,4-dichlorophenyl)-1-(2-thienyl)ethanone, m.p. 59.5-60.5. Starting materials: COC1=CC=C(CSC[C@H]2N(CCC2)C)C=C1 ((2S)-2-(4-methoxybenzylthiomethyl)-1-methylpyrrolidine), FS(=O)(=O)OC (methyl fluorosulfonate). Solvent: C(Cl)Cl (methylene chloride). Yields the product FS(=O)(=O)[O-].C[N+]1([C@@H](CCC1)CSCC1=CC=C(C=C1)OC)C ((2S)-1,1-Dimethyl-2-(4-methoxybenzylthiomethyl)-pyrrolidinium fluorosulfonate). Reaction SMILES: [CH3:1][O:2][C:3]1[CH:17]=[CH:16][C:6]([CH2:7][S:8][CH2:9][C@@H:10]2[CH2:14][CH2:13][CH2:12][N:11]2[CH3:15])=[CH:5][CH:4]=1.[F:18][S:19]([O:22][CH3:23])(=[O:21])=[O:20]>C(Cl)Cl>[F:18][S:19]([O-:22])(=[O:21])=[O:20].[CH3:15][N+:11]1([CH3:23])[CH2:12][CH2:13][CH2:14][C@H:10]1[CH2:9][S:8][CH2:7][C:6]1[CH:5]=[CH:4][C:3]([O:2][CH3:1])=[CH:17][CH:16]=1 |f:3.4|. Procedure details: The procedure described in Preparation 5-(5) was repeated, but using 740 mg of (2S)-2-(4-methoxybenzylthiomethyl)-1-methylpyrrolidine and 243 μl of methyl fluorosulfonate in the presence of 22 ml of methylene chloride, to afford 1.0 g of the title compound as crystals, melting at 150°-153° C. The reactants are crude product, N1C(NC(C1)=O)=O (imidazolidine-2,4-dione), CNC (dimethylamine), [H-].[Na+] (sodium hydride), CC1=NOC(=C1CN1N=CC(=C1)N1C(NCC1=O)=O)C (3-(1-((3,5-dimethylisoxazol-4-yl)methyl)-1H-pyrazol-4-yl)imidazolidine-2,4-dione), BrCC1=CC(=CC=C1)CBr (1,3-bis(bromomethyl)benzene), C([O-])([O-])=O.[Cs+].[Cs+] (cesium carbonate). The solvent is C(C)O (ethanol), C1CCOC1 (THF), CN(C)C=O (DMF). Reaction conditions: time 5 minute. The product is CN(C)CC=1C=C(CN2C(N(C(C2)=O)C=2C=NN(C2)CC=2C(=NOC2C)C)=O)C=CC1 (1-(3-((dimethylamino)methyl)benzyl)-3-(1-((3,5-dimethylisoxazol-4-yl)methyl)-1H-pyrazol-4-yl)imidazolidine-2,4-dione). The yield is 12.6%. RXN SMILES: [CH3:1][C:2]1[C:6]([CH2:7][N:8]2[CH:12]=[C:11]([N:13]3[C:17](=[O:18])[CH2:16][NH:15][C:14]3=[O:19])[CH:10]=[N:9]2)=[C:5]([CH3:20])[O:4][N:3]=1.Br[CH2:22][C:23]1[CH:28]=[CH:27][CH:26]=[C:25]([CH2:29]Br)[CH:24]=1.C(=O)([O-])[O-].[Cs+].[Cs+].[NH:37]1[CH2:41]C(=O)N[C:38]1=O.CNC.[H-].[Na+]>CN(C=O)C.C1COCC1.C(O)C>[CH3:38][N:37]([CH2:22][C:23]1[CH:24]=[C:25]([CH:26]=[CH:27][CH:28]=1)[CH2:29][N:15]1[CH2:16][C:17](=[O:18])[N:13]([C:11]2[CH:10]=[N:9][N:8]([CH2:7][C:6]3[C:2]([CH3:1])=[N:3][O:4][C:5]=3[CH3:20])[CH:12]=2)[C:14]1=[O:19])[CH3:41] |f:2.3.4,7.8|. Procedure: 3-(1-((3,5-dimethylisoxazol-4-yl)methyl)-1H-pyrazol-4-yl)imidazolidine-2,4-dione (example 10-1) (275 mg, 1 mmol) 1,3-bis(bromomethyl)benzene (263 mg, 1 mmol), and cesium carbonate (325 mg, 1 mmol) were dissolved in 2 mL DMF and irradiated in the microwave reactor at 165° C. for 5 minutes. The reaction was cooled to room temperature, and salt precipitate was removed by filtration. The clear solution containing crude product was concentrated and redissolved in ethyl acetate. The organic solution w... The reactants are CO, Cl, Cc1c(COC2CCCCO2)cccc1C1CC1. Yields the product Cc1c(CO)cccc1C1CC1. Reaction SMILES: [CH3:20][OH:21].[ClH:19].[O:1]1[CH2:2][CH2:3][CH2:4][CH2:5][CH:6]1[O:7][CH2:8][c:9]1[c:10]([CH3:18])[c:11]([CH:15]2[CH2:16][CH2:17]2)[cH:12][cH:13][cH:14]1>>[OH:7][CH2:8][c:9]1[c:10]([CH3:18])[c:11]([CH:15]2[CH2:16][CH2:17]2)[cH:12][cH:13][cH:14]1. Reactants: ClCCl, C=[N+]=[N-], O=C(O)c1ccc(Nc2ccn(-c3ccccc3)n2)cc1. Product: COC(=O)c1ccc(Nc2ccn(-c3ccccc3)n2)cc1. As a reaction SMILES: [Cl:25][CH2:26][Cl:27].[N+:22](=[N-:23])=[CH2:24].[c:1]1(-[n:7]2[n:8][c:9]([NH:12][c:13]3[cH:14][cH:15][c:16]([C:17](=[O:18])[OH:19])[cH:20][cH:21]3)[cH:10][cH:11]2)[cH:2][cH:3][cH:4][cH:5][cH:6]1>>[c:1]1(-[n:7]2[n:8][c:9]([NH:12][c:13]3[cH:14][cH:15][c:16]([C:17](=[O:18])[O:19][CH3:24])[cH:20][cH:21]3)[cH:10][cH:11]2)[cH:2][cH:3][cH:4][cH:5][cH:6]1. The reactants are C(O)([O-])=O.[Na+] (Sodium hydrogen carbonate), Cl.N[C@@H](CC(=O)OC)C(=O)OC (dimethyl L-aspartate hydrochloride), CC(CC=O)(C)C (3,3-dimethylbutyraldehyde). Solvent: O (water), CO (methanol), [Pd] (Pd/C). Run at time 1.5 hour. The product is COC([C@@H](NCCC(C)(C)C)CC(=O)OC)=O (N-neohexyl-L-aspartic acid dimethyl ester). Yield: 94.8%. RXN SMILES: C(=O)([O-])O.[Na+].Cl.[NH2:7][C@H:8]([C:14]([O:16][CH3:17])=[O:15])[CH2:9][C:10]([O:12][CH3:13])=[O:11].[CH3:18][C:19]([CH3:24])([CH3:23])[CH2:20][CH:21]=O>O.CO.[Pd]>[CH3:17][O:16][C:14](=[O:15])[C@H:8]([CH2:9][C:10]([O:12][CH3:13])=[O:11])[NH:7][CH2:21][CH2:20][C:19]([CH3:24])([CH3:23])[CH3:18] |f:0.1,2.3|. Procedure: Sodium hydrogen carbonate (1.68 g, 0.02 mol) was added to a Parr bottle containing a solution of dimethyl L-aspartate hydrochloride (3.94 g, 0.02 mol) in water (10 mL), followed by addition of 3,3-dimethylbutyraldehyde (2.2 g, 0.02 mol) in methanol (100 mL) and Pd/C (4% palladium on carbon, 50% wet), 10% by weight of substrate. The mixture was hydrogenated at 50 psi at room temperature for 1.5 hrs then filtered through a Celite® bed and the bed washed with methanol (10 mL). The filtrate and wash... The reactants are CC(=O)NC(C)(C)[C@@H]1CC2(CCN(CC2)C(=O)OC(C)(C)C)c3cc(Cl)c(C)cc13, CC1(C)OB(OC1(C)C)c2cnc(nc2)n3cccn3. Reagents/catalysts: CCN=P(N=P(N(C)C)(N(C)C)N(C)C)(N(C)C)N(C)C (P2-Et), CC(C)c1cc(C(C)C)c(-c2ccccc2[PH](C(C)(C)C)(C(C)(C)C)[Pd]2(OS(C)(=O)=O)Nc3ccccc3-c3ccccc32)c(C(C)C)c1 (tBuXphos G3). Solvent: CS(C)=O (DMSO), O (water), CS(C)=O (DMSO), CS(C)=O (DMSO), CS(C)=O (DMSO). Run at time 22 hour. Product: CC(=O)NC(C)(C)[C@@H]1CC2(CCN(CC2)C(=O)OC(C)(C)C)c3cc(c(C)cc13)c4cnc(nc4)n5cccn5, CC(=O)NC(C)(C)[C@@H]1CC2(CCN(CC2)C(=O)OC(C)(C)C)c3cc(Cl)c(C)cc13, c1ccc(-c2ccccc2)cc1. Run at time 1 hour. As a reaction SMILES: [H-].[Na+].[F:3][C:4]1[CH:22]=[CH:21][C:7]([CH2:8][N:9]2[C:18]3[C:13](=[CH:14][CH:15]=[CH:16][CH:17]=3)[C:12](=[O:19])[N:11]=[C:10]2[NH2:20])=[CH:6][CH:5]=1.[CH3:23]I>CC(N(C)C)=O>[F:3][C:4]1[CH:5]=[CH:6][C:7]([CH2:8][N:9]2[C:18]3[C:13](=[CH:14][CH:15]=[CH:16][CH:17]=3)[C:12](=[O:19])[N:11]([CH3:23])[C:10]2=[NH:20])=[CH:21][CH:22]=1 |f:0.1|. Run in CC(=O)N(C)C (dimethylacetamide). Product: FC1=CC=C(CN2C(N(C(C3=CC=CC=C23)=O)C)=N)C=C1 (1-(4'-fluorobenzyl)-2-imino-3-methyl-2,3-dihydro-quinazolin-4(1H)-one). Reactants: [H-].[Na+] (sodium hydride), FC1=CC=C(CN2C(=NC(C3=CC=CC=C23)=O)N)C=C1 (1-(4'-fluorobenzyl)-2-amino-quinazolin-4(1H)-one), CI (methyl iodide). Reported procedure: To a mixture of 570 mg. of sodium hydride in 50.0 ml. of dimethylacetamide is added 2.7 g. of 1-(4'-fluorobenzyl)-2-amino-quinazolin-4(1H)-one followed by stirring for one hour at room temperature. There is then added 3.0 g. of methyl iodide and the resulting solution is stirred for 18 hours at room temperature. The resulting mixture is then evaporated in vacuo to remove the solvent and the residue stripped twice with benzene. The resulting residue is poured over ice-water and the precipitate wh... The reactants are Cc1cc(-c2ccc(C(F)(F)F)nc2)nc(-c2cccc(-c3ccc(S(=O)(=O)NC(C)(C)C)s3)c2)n1, ClCCl, O=C(O)C(F)(F)F. Yields the product Cc1cc(-c2ccc(C(F)(F)F)nc2)nc(-c2cccc(-c3ccc(S(N)(=O)=O)s3)c2)n1. As a reaction SMILES: [C:1]([CH3:2])([CH3:3])([CH3:4])[NH:5][S:6](=[O:7])(=[O:8])[c:9]1[s:10][c:11](-[c:14]2[cH:15][c:16](-[c:20]3[n:21][c:22](-[c:27]4[cH:28][n:29][c:30]([C:33]([F:34])([F:35])[F:36])[cH:31][cH:32]4)[cH:23][c:24]([CH3:26])[n:25]3)[cH:17][cH:18][cH:19]2)[cH:12][cH:13]1.[Cl:44][CH2:45][Cl:46].[F:37][C:38]([F:39])([F:40])[C:41]([OH:42])=[O:43]>>[NH2:5][S:6](=[O:7])(=[O:8])[c:9]1[s:10][c:11](-[c:14]2[cH:15][c:16](-[c:20]3[n:21][c:22](-[c:27]4[cH:28][n:29][c:30]([C:33]([F:34])([F:35])[F:36])[cH:31][cH:32]4)[cH:23][c:24]([CH3:26])[n:25]3)[cH:17][cH:18][cH:19]2)[cH:12][cH:13]1. Starting materials: C(#N)C=1C=C(C(=O)N[C@H]([C@@H](CN(C(OC(C)(C)C)=O)CC2=CC(=CC=C2)OC)O)CC2=CC=CC=C2)C=C(C1)C(=O)N(CCC)CCC (tert-butyl (2R,3S)-3-({3-cyano-5-[(dipropylamino)carbonyl]benzoyl}amino)-2-hydroxy-4-phenylbutyl(3-methoxybenzyl)carbamate), ClCCl (dichloromethane), Cl (hydrochloric acid). Solvent: CO (methanol). Conditions: time 8 hour. The product is Cl.C(C1=CC=CC=C1)[C@@H]([C@@H](CNCC1=CC(=CC=C1)OC)O)NC(C1=CC(C(=O)N(CCC)CCC)=CC(=C1)C#N)=O (N1-{(1S,2R)-1-benzyl-2-hydroxy-3-[(3-methoxybenzyl)amino]propyl}-5-cyano-N3,N3-dipropylisophthalamide hydrochloride). RXN SMILES: [C:1]([C:3]1[CH:4]=[C:5]([CH:37]=[C:38]([C:40]([N:42]([CH2:46][CH2:47][CH3:48])[CH2:43][CH2:44][CH3:45])=[O:41])[CH:39]=1)[C:6]([NH:8][C@@H:9]([CH2:30][C:31]1[CH:36]=[CH:35][CH:34]=[CH:33][CH:32]=1)[C@H:10]([OH:29])[CH2:11][N:12]([CH2:20][C:21]1[CH:26]=[CH:25][CH:24]=[C:23]([O:27][CH3:28])[CH:22]=1)C(=O)OC(C)(C)C)=[O:7])#[N:2].[Cl:49]CCl.Cl>CO>[ClH:49].[CH2:30]([C@H:9]([NH:8][C:6](=[O:7])[C:5]1[CH:4]=[C:3]([C:1]#[N:2])[CH:39]=[C:38]([C:40]([N:42]([CH2:43][CH2:44][CH3:45])[CH2:46][CH2:47][CH3:48])=[O:41])[CH:37]=1)[C@H:10]([OH:29])[CH2:11][NH:12][CH2:20][C:21]1[CH:26]=[CH:25][CH:24]=[C:23]([O:27][CH3:28])[CH:22]=1)[C:31]1[CH:32]=[CH:33][CH:34]=[CH:35][CH:36]=1 |f:4.5|. Procedure: A mixture of tert-butyl (2R,3S)-3-({3-cyano-5-[(dipropylamino)carbonyl]benzoyl}amino)-2-hydroxy-4-phenylbutyl(3-methoxybenzyl)carbamate (XXXVI, EXAMPLE 585, 0.080 g, 0.122 mmol), dichloromethane (1 mL), and methanol saturated with hydrochloric acid (1 mL) is stirred for 8 hours, after which time the solvents are removed under reduced pressure. A few drops of methanol, followed by ether, gives the title compound, MS (ESI+) for C33H40N4O4 m/z (M+H)+=557.5.